Dataset: the Open Reaction Database (ORD), a public repository of structured organic reaction records. Task: describe an organic reaction: reactants, conditions, products, and yield The reactants are C1(CCC2=CC=CC=C12)=O (1-indanone), C[Si](C)(C)Cl (trimethylsilyl chloride), C(C)(C)NC(C)C (diisopropylamine), C(CCC)[Li] (n-butyllithium). Solvent: O1CCCC1 (THF), O1CCCC1 (tetrahydrofuran), CCCCCC (hexane). Reaction conditions: temperature 0 celsius, time 15 minute. The product is C[Si](OC1=CCC2=CC=CC=C12)(C)C (3-((trimethylsilyl)oxy)indene). As a reaction SMILES: C(NC(C)C)(C)C.C([Li])CCC.[C:13]1(=[O:22])[C:21]2[C:16](=[CH:17][CH:18]=[CH:19][CH:20]=2)[CH2:15][CH2:14]1.[CH3:23][Si:24](Cl)([CH3:26])[CH3:25]>O1CCCC1.CCCCCC>[CH3:23][Si:24]([CH3:26])([CH3:25])[O:22][C:13]1[C:21]2[C:16](=[CH:17][CH:18]=[CH:19][CH:20]=2)[CH2:15][CH:14]=1. Reported procedure: In a 2-liter flask were charged 38.2 g (0.378 mol) of diisopropylamine and 265 ml of tetrahydrofuran (THF). The mixture was cooled to 0° C. and 229 ml of a hexane solution of 1.65 M n-butyllithium was added thereto. After 15 minutes' stirring, the mixture turned dark brown. The solution was further cooled to -78° C., to which was added 50 ml of a THF solution of 50 g (378 mmol) of 1-indanone and the resulting mixture was stirred for 30 minutes. Then, 205 g (1.89 mol) of trimethylsilyl chloride w... Reactants: C1CCOC1, Clc1nc(Cl)c2sccc2n1, OB(O)c1ccc(Cl)s1, [Na+], O=C([O-])O, CC(=O)[O-], CC(=O)[O-], O, [Pd+2], c1ccc(P(c2ccccc2)c2ccccc2)cc1. Product: Clc1nc(-c2ccc(Cl)s2)c2sccc2n1. RXN SMILES: [CH2:45]1[O:46][CH2:47][CH2:48][CH2:49]1.[Cl:20][c:21]1[n:22][c:23]([Cl:30])[c:24]2[c:25]([n:26]1)[cH:27][cH:28][s:29]2.[Cl:31][c:32]1[cH:33][cH:34][c:35]([B:37]([OH:38])[OH:39])[s:36]1.[Na+:44].[O-:40][C:41]([OH:42])=[O:43].[O-:52][C:53]([CH3:54])=[O:55].[O-:56][C:57]([CH3:58])=[O:59].[OH2:50].[Pd+2:51].[c:1]1([P:2]([c:3]2[cH:4][cH:5][cH:6][cH:7][cH:8]2)[c:9]2[cH:10][cH:11][cH:12][cH:13][cH:14]2)[cH:15][cH:16][cH:17][cH:18][cH:19]1>>[Cl:20][c:21]1[n:22][c:23](-[c:35]2[cH:34][cH:33][c:32]([Cl:31])[s:36]2)[c:24]2[c:25]([n:26]1)[cH:27][cH:28][s:29]2. Reactants: C(C)(=O)O (Acetic acid), C(C)(=O)O[BH-](OC(C)=O)OC(C)=O.[Na+] (sodium triacetoxyborohydride), CN1C(C(=CC2=CC=CC=C12)C=O)=O (1-methyl-2-oxo-1,2-dihydroquinoline-3-carbaldehyde), C(C)(=O)[O-].[Na+] (sodium acetate), [Cl-].[Cl-].[NH3+]CC(C1=CC=CC=C1)[NH+]1CCC(CC1)(F)F (1-(2-ammonio-1-phenylethyl)-4,4-difluoropiperidinium dichloride). Solvent: ClCCCl (1,2-dichloroethane). Conditions: time 1 hour. Yields the product FC1(CCN(CC1)C(CNCC=1C(N(C2=CC=CC=C2C1)C)=O)C1=CC=CC=C1)F (3-({[2-(4,4-difluoropiperidin-1-yl)-2-phenylethyl]amino}methyl)-1-methylquinolin-2(1H)-one). Reaction SMILES: [CH3:1][N:2]1[C:11]2[C:6](=[CH:7][CH:8]=[CH:9][CH:10]=2)[CH:5]=[C:4]([CH:12]=O)[C:3]1=[O:14].C([O-])(=O)C.[Na+].[Cl-].[Cl-].[NH3+:22][CH2:23][CH:24]([NH+:31]1[CH2:36][CH2:35][C:34]([F:38])([F:37])[CH2:33][CH2:32]1)[C:25]1[CH:30]=[CH:29][CH:28]=[CH:27][CH:26]=1.C(O)(=O)C.C(O[BH-](OC(=O)C)OC(=O)C)(=O)C.[Na+]>ClCCCl>[F:38][C:34]1([F:37])[CH2:33][CH2:32][N:31]([CH:24]([C:25]2[CH:30]=[CH:29][CH:28]=[CH:27][CH:26]=2)[CH2:23][NH:22][CH2:12][C:4]2[C:3](=[O:14])[N:2]([CH3:1])[C:11]3[C:6]([CH:5]=2)=[CH:7][CH:8]=[CH:9][CH:10]=3)[CH2:36][CH2:35]1 |f:1.2,3.4.5,7.8|. Reported procedure: 1-methyl-2-oxo-1,2-dihydroquinoline-3-carbaldehyde (35 mg, 0.187 mmol), sodium acetate (19.94 mg, 0.243 mmol), and 1-(2-ammonio-1-phenylethyl)-4,4-difluoropiperidinium dichloride (51.7 mg, 0.187 mmol) were combined in 1,2-dichloroethane (2 ml). Acetic acid (0.021 ml, 0.374 mmol) and sodium triacetoxyborohydride (119 mg, 0.561 mmol) were added and the reaction stirred for 1 hour. The reaction mixture was partitioned between CH2Cl2 and satd. bicarb, the aqueous portion extracted 3×CH2Cl2, and the ...